Dataset: the Open Reaction Database (ORD), a public repository of structured organic reaction records. Task: describe an organic reaction: reactants, conditions, products, and yield Reactants: CCOCC (Ether), ClC1=CC=C(S1)CCO (2-(5-chloro-2-thienyl)-ethanol), C1(=CC=CC=C1)P(C1=CC=CC=C1)C1=CC=CC=C1 (triphenylphosphine), C(Br)(Br)(Br)Br (carbon tetrabromide). Solvent: C1CCOC1 (THF). Reaction conditions: temperature 5 celsius, time 15 minute. Yields the product BrCCC=1SC(=CC1)Cl (2-(2-Bromoethyl)-5-chlorothiophene). Reaction SMILES: [Cl:1][C:2]1[S:6][C:5]([CH2:7][CH2:8]O)=[CH:4][CH:3]=1.C1(P(C2C=CC=CC=2)C2C=CC=CC=2)C=CC=CC=1.C(Br)(Br)(Br)[Br:30].CCOCC>C1COCC1>[Br:30][CH2:8][CH2:7][C:5]1[S:6][C:2]([Cl:1])=[CH:3][CH:4]=1. Procedure: To a solution of 2-(5-chloro-2-thienyl)-ethanol* (12.2 g) and triphenylphosphine (21.4 g) in anhydrous THF (150 ml) at 0° C. was added carbon tetrabromide (27.5 g). The reaction was stirred at 5° C. for 15 min then at room temperature for 2.5 h. Ether was added and the reaction was then filtered and the filtrate concentrated. The resultant residue was purified by flash column chromatography (silica, eluting with cyclohexane:DCM 8:1) to give the title compound (15 g) as an oil. * Schick et al., J...